From a dataset of the Open Reaction Database (ORD), a public repository of structured organic reaction records. describe an organic reaction: reactants, conditions, products, and yield Starting materials: NCCCS(=O)(=O)N (3-amino-1-propanesulfonamide), ClC1=CC=C(C=C1)C(C1=C(C=CC(=C1)F)O)=O (4′-chloro-5-fluoro-2-hydroxy-benzophenone). Solvent: CO (methanol). Product: ClC1=CC=C(C=C1)/C(/C1=C(C=CC(=C1)F)O)=N\CCCS(=O)(=O)N (3-{[(1E)-(4-chlorophenyl)(5-fluoro-2-hydroxyphenyl)methylene]amino}propane-1-sulfonamide). Yield: 50.6%. Reaction SMILES: [NH2:1][CH2:2][CH2:3][CH2:4][S:5]([NH2:8])(=[O:7])=[O:6].[Cl:9][C:10]1[CH:15]=[CH:14][C:13]([C:16](=O)[C:17]2[CH:22]=[C:21]([F:23])[CH:20]=[CH:19][C:18]=2[OH:24])=[CH:12][CH:11]=1>CO>[Cl:9][C:10]1[CH:11]=[CH:12][C:13](/[C:16](=[N:1]\[CH2:2][CH2:3][CH2:4][S:5]([NH2:8])(=[O:7])=[O:6])/[C:17]2[CH:22]=[C:21]([F:23])[CH:20]=[CH:19][C:18]=2[OH:24])=[CH:14][CH:15]=1. Procedure: 3-Amino-1-propanesulfonamide (0.55 g, 4 mmol; from step 4) was added to a solution of 4′-chloro-5-fluoro-2-hydroxy-benzophenone (1 g, 4 mmol) in methanol (50 mL). The reaction mixture was stirred under reflux for 5 h then concentrated under reduced pressure. The residual material was purified by column chromatography (silica gel, dichloromethane:methanol 90:10 then 80:20). The corresponding solid (after removal of solvent) was recrystallized in diethyl ether to afford 3-{[(1E)-(4-chlorophenyl)(5... Reactants: [I-].C(C)(C)(C)OC(=O)N1CCC(CC1)[Zn+] ((1-(tert-Butoxycarbonyl)piperidin-4-yl) zinc(II) iodide), BrC1=CC=C(C=C1)[C@@H](CC(=O)C1=CC(=NC=C1)C)C1=C(C=CC=C1)C ((R)-3-(4-Bromo-phenyl)-1-(2-methyl-pyridin-4-yl)-3-o-tolyl-propan-1-one). Reagents/catalysts: [Cu]I (copper(I) iodide), C1=CC=C(C=C1)P([C-]2C=CC=C2)C3=CC=CC=C3.C1=CC=C(C=C1)P([C-]2C=CC=C2)C3=CC=CC=C3.Cl[Pd]Cl.[Fe+2].ClCCl ([1,1′-bis(diphenylphosphino)ferrocene]dichloropalladium(II) dichloromethane). Run in CN(C(C)=O)C (N,N-dimethylacetamide). Reaction conditions: temperature 85 celsius. The product is CC1=NC=CC(=C1)C(C[C@@H](C1=C(C=CC=C1)C)C1=CC=C(C=C1)C1CCN(CC1)C(=O)OC(C)(C)C)=O ((R)-tert-Butyl 4-(4-(3-(2-methylpyridin-4-yl)-3-oxo-1-o-tolylpropyl)phenyl)piperidine-1-carboxylate). The yield is 57.0%. As a reaction SMILES: [I-].[C:2]([O:6][C:7]([N:9]1[CH2:14][CH2:13][CH:12]([Zn+])[CH2:11][CH2:10]1)=[O:8])([CH3:5])([CH3:4])[CH3:3].Br[C:17]1[CH:22]=[CH:21][C:20]([C@H:23]([C:34]2[CH:39]=[CH:38][CH:37]=[CH:36][C:35]=2[CH3:40])[CH2:24][C:25]([C:27]2[CH:32]=[CH:31][N:30]=[C:29]([CH3:33])[CH:28]=2)=[O:26])=[CH:19][CH:18]=1>CN(C)C(=O)C.[Cu]I.C1C=CC(P(C2C=CC=CC=2)[C-]2C=CC=C2)=CC=1.C1C=CC(P(C2C=CC=CC=2)[C-]2C=CC=C2)=CC=1.Cl[Pd]Cl.[Fe+2].ClCCl>[CH3:33][C:29]1[CH:28]=[C:27]([C:25](=[O:26])[CH2:24][C@H:23]([C:20]2[CH:21]=[CH:22][C:17]([CH:12]3[CH2:13][CH2:14][N:9]([C:7]([O:6][C:2]([CH3:5])([CH3:4])[CH3:3])=[O:8])[CH2:10][CH2:11]3)=[CH:18][CH:19]=2)[C:34]2[CH:39]=[CH:38][CH:37]=[CH:36][C:35]=2[CH3:40])[CH:32]=[CH:31][N:30]=1 |f:0.1,5.6.7.8.9|. Reported procedure: (1-(tert-Butoxycarbonyl)piperidin-4-yl) zinc(II) iodide solution (0.5 M in N,N-dimethylacetamide, 2.0 mL, 1.0 mmol; preparation according to J. Org. Chem. 2004, 69, 5120) was added at room temperature under argon to a mixture of (R)-3-(4-bromophenyl)-1-(2-methylpyridin-4-yl)-3-o-tolylpropan-1-one (example 142, step 2; 200 mg, 507 μmol), copper(I) iodide (9.7 mg, 51 μmol) and [1,1′-bis(diphenylphosphino)ferrocene]dichloropalladium(II) dichloromethane adduct (18.6 mg, 25.4 μmol) in N,N-dimethylace... Reactants: Cl.C1=CC=CC=2C3=CC=CC=C3C(C12)COC(=O)N1C[C@H](C[C@H](C1)C(N(C=1C=CC2=C(N(C(C(O2)(C)C)=O)CCCOC)C1)C1CC1)=O)N ((3S,5R)-3-Amino-5-{cyclopropyl-[4-(3-methoxy-propyl)-2,2-dimethyl-3-oxo-3,4-dihydro-2H-benzo[1,4]oxazin-6-yl]-carbamoyl}-piperidine-1-carboxylic acid 9H-fluoren-9-ylmethyl ester hydrochloride salt), C(#N)C1(CC1)C(=O)O (1-Cyano-cyclo-propanecarboxylic acid), CCN=C=NCCCN(C)C.Cl (EDC-HCl), C1=CC2=C(N=C1)N(N=N2)O (HOAt), C(C)(C)N(CC)C(C)C (diisopropylethylamine). The solvent is CN(C)C=O (DMF), C(C)(=O)OCC (ethyl acetate). Reaction conditions: time 14 hour. The product is C1=CC=CC=2C3=CC=CC=C3C(C12)COC(=O)N1C[C@H](C[C@H](C1)C(N(C=1C=CC2=C(N(C(C(O2)(C)C)=O)CCCOC)C1)C1CC1)=O)NC(=O)C1(CC1)C#N ((3S,5R)-3-[(1-Cyano-cyclopropanecarbonyl)-amino]-5-{cyclopropyl-[4-(3-methoxy-propyl)-2,2-dimethyl-3-oxo-3,4-dihydro-2H-benzo[1,4]oxazin-6-yl]-carbamoyl}-piperidine-1-carboxylic acid 9H-fluoren-9-ylmethyl ester). As a reaction SMILES: Cl.[CH:2]1[C:14]2[CH:13]([CH2:15][O:16][C:17]([N:19]3[CH2:24][C@H:23]([C:25](=[O:48])[N:26]([CH:45]4[CH2:47][CH2:46]4)[C:27]4[CH:28]=[CH:29][C:30]5[O:35][C:34]([CH3:37])([CH3:36])[C:33](=[O:38])[N:32]([CH2:39][CH2:40][CH2:41][O:42][CH3:43])[C:31]=5[CH:44]=4)[CH2:22][C@H:21]([NH2:49])[CH2:20]3)=[O:18])[C:12]3[C:7](=[CH:8][CH:9]=[CH:10][CH:11]=3)[C:6]=2[CH:5]=[CH:4][CH:3]=1.[C:50]([C:52]1([C:55](O)=[O:56])[CH2:54][CH2:53]1)#[N:51].CCN=C=NCCCN(C)C.Cl.C1C=NC2N(O)N=NC=2C=1.C(N(C(C)C)CC)(C)C>CN(C=O)C.C(OCC)(=O)C>[CH:11]1[C:12]2[CH:13]([CH2:15][O:16][C:17]([N:19]3[CH2:24][C@H:23]([C:25](=[O:48])[N:26]([CH:45]4[CH2:47][CH2:46]4)[C:27]4[CH:28]=[CH:29][C:30]5[O:35][C:34]([CH3:36])([CH3:37])[C:33](=[O:38])[N:32]([CH2:39][CH2:40][CH2:41][O:42][CH3:43])[C:31]=5[CH:44]=4)[CH2:22][C@H:21]([NH:49][C:55]([C:52]4([C:50]#[N:51])[CH2:54][CH2:53]4)=[O:56])[CH2:20]3)=[O:18])[C:14]3[C:6](=[CH:5][CH:4]=[CH:3][CH:2]=3)[C:7]=2[CH:8]=[CH:9][CH:10]=1 |f:0.1,3.4|. Reported procedure: To a solution of (3S,5R)-3-Amino-5-{cyclopropyl-[4-(3-methoxy-propyl)-2,2-dimethyl-3-oxo-3,4-dihydro-2H-benzo[1,4]oxazin-6-yl]-carbamoyl}-piperidine-1-carboxylic acid 9H-fluoren-9-ylmethyl ester hydrochloride salt (100 mg, 0.152 mmol) and 1-Cyano-cyclo-propanecarboxylic acid (20 mg, 0.182 mmol) in DMF (10 mL) is added EDC-HCl (45 mg, 0.227 mmol), HOAt (31 mg, 0.227 mmol) and diisopropylethylamine (0.04 mL, 0.227 mmol) at 0° C. The mixture is stirred for 14 h at r.t. and diluted with ethyl acetat... Reactants: Brc1ccsc1, Cc1ccc(Br)cc1, C1CCOC1, CCOCC, [Mg]. Yields the product Cc1ccc(-c2ccsc2)cc1. As a reaction SMILES: [Br:10][c:11]1[cH:12][s:13][cH:14][cH:15]1.[Br:1][c:2]1[cH:3][cH:4][c:5]([CH3:8])[cH:6][cH:7]1.[CH2:16]1[O:17][CH2:18][CH2:19][CH2:20]1.[CH3:21][CH2:22][O:23][CH2:24][CH3:25].[Mg:9]>>[c:2]1(-[c:11]2[cH:12][s:13][cH:14][cH:15]2)[cH:3][cH:4][c:5]([CH3:8])[cH:6][cH:7]1. Reactants: CC(=O)O, O=CC1CCC2(OCCO2)C1CCCCCCCO, [H-], [Na+], COP(=O)(CC(=O)CCc1ccccc1)OC, C1CCOC1. Yields the product O=C(C=CC1CCC2(OCCO2)C1CCCCCCCO)CCc1ccccc1. As a reaction SMILES: [CH3:39][C:40](=[O:41])[OH:42].[CH:20](=[O:21])[CH:22]1[CH:23]([CH2:31][CH2:32][CH2:33][CH2:34][CH2:35][CH2:36][CH2:37][OH:38])[C:24]2([O:25][CH2:26][CH2:27][O:28]2)[CH2:29][CH2:30]1.[H-:18].[Na+:19].[O:1]=[C:2]([CH2:3][P:4](=[O:5])([O:6][CH3:7])[O:8][CH3:9])[CH2:10][CH2:11][c:12]1[cH:13][cH:14][cH:15][cH:16][cH:17]1.[O:43]1[CH2:44][CH2:45][CH2:46][CH2:47]1>>[O:1]=[C:2]([CH:3]=[CH:20][CH:22]1[CH:23]([CH2:31][CH2:32][CH2:33][CH2:34][CH2:35][CH2:36][CH2:37][OH:38])[C:24]2([O:25][CH2:26][CH2:27][O:28]2)[CH2:29][CH2:30]1)[CH2:10][CH2:11][c:12]1[cH:13][cH:14][cH:15][cH:16][cH:17]1. Reactants: CO, [I-], [I-], C1CCOC1, [Sm+2], CC(NNC(=O)c1ccccc1)c1ccccc1. The product is CC(N)c1ccccc1. Reaction SMILES: [CH3:22][OH:23].[I-:19].[I-:21].[O:24]1[CH2:25][CH2:26][CH2:27][CH2:28]1.[Sm+2:20].[c:1]1([CH:7]([CH3:8])[NH:9][NH:10][C:11](=[O:12])[c:13]2[cH:14][cH:15][cH:16][cH:17][cH:18]2)[cH:2][cH:3][cH:4][cH:5][cH:6]1>>[c:1]1([CH:7]([CH3:8])[NH2:9])[cH:2][cH:3][cH:4][cH:5][cH:6]1.